Dataset: the Open Reaction Database (ORD), a public repository of structured organic reaction records. Task: describe an organic reaction: reactants, conditions, products, and yield The reactants are COC(=O)NC(=S)Nc1ccc(S(C)=O)cc1[N+](=O)[O-], CO, [Fe], O=S(=O)([O-])[O-], O. Product: COC(=O)NC(=S)Nc1ccc(S(C)=O)cc1N. As a reaction SMILES: [CH3:1][O:2][C:3](=[O:4])[NH:5][C:6]([NH:7][c:8]1[c:9]([N+:17]([O-:18])=[O:19])[cH:10][c:11]([S:14](=[O:15])[CH3:16])[cH:12][cH:13]1)=[S:20].[CH3:21][OH:22].[Fe:28].[O-:23][S:24](=[O:25])(=[O:26])[O-:27].[OH2:29]>>[CH3:1][O:2][C:3](=[O:4])[NH:5][C:6]([NH:7][c:8]1[c:9]([NH2:17])[cH:10][c:11]([S:14](=[O:15])[CH3:16])[cH:12][cH:13]1)=[S:20]. Reactants: C1CCOC1, O, CC(C)(CCCCc1cccc(C=Cc2ccc(CO)c(CO)c2)c1)OC1CCCCO1, O=S(=O)(O)O. As a reaction SMILES: [CH2:38]1[O:39][CH2:40][CH2:41][CH2:42]1.[OH2:43].[OH:6][CH2:7][c:8]1[c:9]([CH2:36][OH:37])[cH:10][c:11]([CH:14]=[CH:15][c:16]2[cH:17][c:18]([CH2:22][CH2:23][CH2:24][CH2:25][C:26]([CH3:27])([O:28][CH:29]3[CH2:30][CH2:31][CH2:32][CH2:33][O:34]3)[CH3:35])[cH:19][cH:20][cH:21]2)[cH:12][cH:13]1.[S:1](=[O:2])(=[O:3])([OH:4])[OH:5]>>[OH:6][CH2:7][c:8]1[c:9]([CH2:36][OH:37])[cH:10][c:11]([CH:14]=[CH:15][c:16]2[cH:17][c:18]([CH2:22][CH2:23][CH2:24][CH2:25][C:26]([CH3:27])([OH:28])[CH3:35])[cH:19][cH:20][cH:21]2)[cH:12][cH:13]1. The product is CC(C)(O)CCCCc1cccc(C=Cc2ccc(CO)c(CO)c2)c1. Starting materials: C(C1=CC=CC=C1)OC(=O)C=1C=C2C(=CNC2=CC1)CC1=C(C=C(C(=O)OC)C=C1)OC (methyl 4-(5-benzyloxycarbonylindol-3-ylmethyl)-3-methoxybenzoate), [H-].[Na+] (sodium hydride), ice water, IC (iodomethane). Solvent: O (water), Cl (hydrochloric acid), CN(C=O)C (N,N-dimethylformamide), CN(C=O)C (N,N-dimethylformamide). Run at temperature 5 celsius, time 30 minute. The product is C(C1=CC=CC=C1)OC(=O)C=1C=C2C(=CN(C2=CC1)C)CC1=C(C=C(C(=O)OC)C=C1)OC (methyl 4-(5-benzyloxycarbonyl-1-methylindol-3-ylmethyl)-3-methoxybenzoate). The yield is 89.1%. As a reaction SMILES: [CH2:1]([O:8][C:9]([C:11]1[CH:12]=[C:13]2[C:17](=[CH:18][CH:19]=1)[NH:16][CH:15]=[C:14]2[CH2:20][C:21]1[CH:30]=[CH:29][C:24]([C:25]([O:27][CH3:28])=[O:26])=[CH:23][C:22]=1[O:31][CH3:32])=[O:10])[C:2]1[CH:7]=[CH:6][CH:5]=[CH:4][CH:3]=1.[H-].[Na+].I[CH3:36]>CN(C)C=O.O.Cl>[CH2:1]([O:8][C:9]([C:11]1[CH:12]=[C:13]2[C:17](=[CH:18][CH:19]=1)[N:16]([CH3:36])[CH:15]=[C:14]2[CH2:20][C:21]1[CH:30]=[CH:29][C:24]([C:25]([O:27][CH3:28])=[O:26])=[CH:23][C:22]=1[O:31][CH3:32])=[O:10])[C:2]1[CH:7]=[CH:6][CH:5]=[CH:4][CH:3]=1 |f:1.2|. Procedure: A solution of methyl 4-(5-benzyloxycarbonylindol-3-ylmethyl)-3-methoxybenzoate (46.1 g) in N,N-dimethylformamide (200 mL) was added to a slurry of sodium hydride (2.83 g) in N,N-dimethylformamide (300 mL) at 5° C. under a nitrogen atmosphere. The mixture was stirred for 30 minutes at 5° C., then was treated with iodomethane (16.6 g), allowed to warm to room temperature and stirred for 16 hours. The reaction mixture was then poured into ice/water (400 mL), diluted with water (250 mL) and 1N hydro... Reactants: CC(C)(C(=O)O)c1ccsc1, ClC(Cl)Cl, O=S(Cl)Cl. The product is CC(C)(C(=O)O)c1ccsc1, [Cl-]. As a reaction SMILES: [CH3:1][C:2]([C:3](=[O:4])[OH:5])([CH3:6])[c:7]1[cH:8][s:9][cH:10][cH:11]1.[CH:16]([Cl:17])([Cl:18])[Cl:19].[S:12]([Cl:13])([Cl:14])=[O:15]>>[CH3:1][C:2]([C:3](=[O:4])[OH:5])([CH3:6])[c:7]1[cH:8][s:9][cH:10][cH:11]1.[Cl-:14]. Product: COc1cc(CCC(=O)NC2CCC(C)CC2)ccc1OCC(=O)N1CCN(C)CC1. RXN SMILES: [C:32].[CH3:1][CH:2]1[CH2:3][CH2:4][CH:5]([NH:8][C:9](=[O:10])[CH:11]=[CH:12][c:13]2[cH:14][c:15]([O:30][CH3:31])[c:16]([O:17][CH2:18][C:19](=[O:20])[N:21]3[CH2:22][CH2:23][N:24]([CH3:27])[CH2:25][CH2:26]3)[cH:28][cH:29]2)[CH2:6][CH2:7]1.[CH3:34][OH:35].[Pd:33]>>[CH3:1][CH:2]1[CH2:3][CH2:4][CH:5]([NH:8][C:9](=[O:10])[CH2:11][CH2:12][c:13]2[cH:14][c:15]([O:30][CH3:31])[c:16]([O:17][CH2:18][C:19](=[O:20])[N:21]3[CH2:22][CH2:23][N:24]([CH3:27])[CH2:25][CH2:26]3)[cH:28][cH:29]2)[CH2:6][CH2:7]1. Starting materials: C, COc1cc(C=CC(=O)NC2CCC(C)CC2)ccc1OCC(=O)N1CCN(C)CC1, CO, [Pd]. Reactants: FC(C=1NC2=C(C=C(C=C2C1)C#N)Br)(F)F (2-(trifluoromethyl)-5-cyano-7-bromo-1H-indole), FC(C=1NC2=C(C=C(C=C2C1)C#N)Br)(F)F (2-(trifluoromethyl)-5-cyano-7-bromo-1H-indole). Solvent: C1CCOC1 (THF). Conditions: time 18 hour. The product is FC(C=1NC2=C(C=C(C=C2C1)CN)Br)(F)F ([(2-Trifluoromethyl-7-bromo-1H-indol-5-yl)methyl]amine). Isolated yield 113.4%. Reaction SMILES: [F:1][C:2]([F:16])([F:15])[C:3]1[NH:4][C:5]2[C:10]([CH:11]=1)=[CH:9][C:8]([C:12]#[N:13])=[CH:7][C:6]=2[Br:14]>C1COCC1>[F:16][C:2]([F:1])([F:15])[C:3]1[NH:4][C:5]2[C:10]([CH:11]=1)=[CH:9][C:8]([CH2:12][NH2:13])=[CH:7][C:6]=2[Br:14]. Procedure details: A solution of 2-(trifluoromethyl)-5-cyano-7-bromo-1H-indole (Intermediate 4, 200 mg) in THF (10 mL) cooled in an ice-water bath was treated with borane tetrahydrofuran complex (1.52 mL) dropwise via a syringe and stirred under argon for 18 hrs while allowing to warm to room temp. The reaction mixture was then quenched with methanol (5 mL) and stirred at room temperature for 10 min. The reaction mixture was then evaporated to dryness to give the title compound as a white foam (230 mg), which was ... Reactants: C(=C)OCCCl (Chloroethyl vinyl ether), FC(C(C(C(F)(F)F)(F)F)(F)F)(S(=O)(=O)[O-])F.OC1=CC=C(C=C1)[S+](C1=CC=CC=C1)C1=CC=CC=C1 (4-Hydroxyphenyldiphenylsulfonium perfluorobutanesulfonate salt), C([O-])([O-])=O.[K+].[K+] (potassium carbonate), CN(CCN(C)C)C (N,N,N′,N′-tetramethylethylenediamine). The solvent is CS(=O)C (dimethyl sulfoxide). Conditions: temperature 80 celsius, time 15 hour. Yields the product FC(C(C(C(F)(F)F)(F)F)(F)F)(S(=O)(=O)[O-])F.C(=C)OCCOC1=CC=C(C=C1)[S+](C1=CC=CC=C1)C1=CC=CC=C1 (4-vinyloxyethoxyphenyldiphenylsulfonium perfluorobutanesulfonate salt). RXN SMILES: [F:1][C:2]([F:17])([S:13]([O-:16])(=[O:15])=[O:14])[C:3]([F:12])([F:11])[C:4]([F:10])([F:9])[C:5]([F:8])([F:7])[F:6].[OH:18][C:19]1[CH:24]=[CH:23][C:22]([S+:25]([C:32]2[CH:37]=[CH:36][CH:35]=[CH:34][CH:33]=2)[C:26]2[CH:31]=[CH:30][CH:29]=[CH:28][CH:27]=2)=[CH:21][CH:20]=1.C(=O)([O-])[O-].[K+].[K+].CN(C)CCN(C)C.[CH:52]([O:54][CH2:55][CH2:56]Cl)=[CH2:53]>CS(C)=O>[F:17][C:2]([F:1])([S:13]([O-:16])(=[O:15])=[O:14])[C:3]([F:11])([F:12])[C:4]([F:10])([F:9])[C:5]([F:8])([F:7])[F:6].[CH:52]([O:54][CH2:55][CH2:56][O:18][C:19]1[CH:24]=[CH:23][C:22]([S+:25]([C:32]2[CH:33]=[CH:34][CH:35]=[CH:36][CH:37]=2)[C:26]2[CH:31]=[CH:30][CH:29]=[CH:28][CH:27]=2)=[CH:21][CH:20]=1)=[CH2:53] |f:0.1,2.3.4,8.9|. Procedure details: 4-Hydroxyphenyldiphenylsulfonium perfluorobutanesulfonate salt (52.2 g), potassium carbonate (18.0 g), and N,N,N′,N′-tetramethylethylenediamine (1.05 g) were dissolved in dimethyl sulfoxide (26.1 g). Chloroethyl vinyl ether (13.9 g) was added to the solution, followed by heating to 80° C. The reaction mixture was stirred for 15 hours and cooled to 30° C. or lower. After removal of solid through filtration, water (100 g) was added to the filtrate, and the aqueous layer was washed three times with... Procedure: To a solution of ethyl 2-ethyl-4-(tetrahydro-2H-pyran-4-yloxy)cyclopentanecarboxylic acid (0.250 g, 0.925 mmol) in p-dioxane (15 mL) was added aqueous NaOH (1 M, 5.00 mL, 5.00 mmol) to give a colorless solution. The reaction was heated at about 70° C. for about 8 h. The reaction mixture was cooled to ambient temperature. The solvent was removed under reduced pressure. The solution was diluted with Et2O (30 mL). The layers were separated and the aqueous layer was extracted with Et2O (30 mL). The ... Run in O1CCOCC1 (p-dioxane). Run at temperature 70 celsius. Reaction SMILES: C([C:3]1([C:17]([OH:19])=[O:18])[CH2:7][CH:6]([O:8][CH:9]2[CH2:14][CH2:13][O:12][CH2:11][CH2:10]2)[CH2:5][CH:4]1[CH2:15][CH3:16])C.[OH-].[Na+]>O1CCOCC1>[CH2:15]([CH:4]1[CH2:5][CH:6]([O:8][CH:9]2[CH2:14][CH2:13][O:12][CH2:11][CH2:10]2)[CH2:7][CH:3]1[C:17]([OH:19])=[O:18])[CH3:16] |f:1.2|. The reactants are C(C)C1(C(CC(C1)OC1CCOCC1)CC)C(=O)O (ethyl 2-ethyl-4-(tetrahydro-2H-pyran-4-yloxy)cyclopentanecarboxylic acid), [OH-].[Na+] (NaOH). Yields the product C(C)C1C(CC(C1)OC1CCOCC1)C(=O)O (2-ethyl-4-(tetrahydro-2H-pyran-4-yloxy)cyclopentanecarboxylic acid). Product: CCOC(=O)C(Cc1ccc(OCC=Cc2ccc(-c3cc(Cl)cc(Cl)c3)cc2)cc1)OCC. Starting materials: CCOC(=O)C(Cc1ccc(O)cc1)OCC, CCOC(C)=O, OCC=Cc1ccc(-c2cc(Cl)cc(Cl)c2)cc1. RXN SMILES: [CH2:19]([CH3:20])[O:21][CH:22]([C:23](=[O:24])[O:25][CH2:26][CH3:27])[CH2:28][c:29]1[cH:30][cH:31][c:32]([OH:35])[cH:33][cH:34]1.[CH3:36][CH2:37][O:38][C:39](=[O:40])[CH3:41].[Cl:1][c:2]1[cH:3][c:4](-[c:9]2[cH:10][cH:11][c:12]([CH:15]=[CH:16][CH2:17][OH:18])[cH:13][cH:14]2)[cH:5][c:6]([Cl:8])[cH:7]1>>[Cl:1][c:2]1[cH:3][c:4](-[c:9]2[cH:10][cH:11][c:12]([CH:15]=[CH:16][CH2:17][O:18][c:32]3[cH:31][cH:30][c:29]([CH2:28][CH:22]([O:21][CH2:19][CH3:20])[C:23](=[O:24])[O:25][CH2:26][CH3:27])[cH:34][cH:33]3)[cH:13][cH:14]2)[cH:5][c:6]([Cl:8])[cH:7]1.